This data is from the Open Reaction Database (ORD), a public repository of structured organic reaction records. The task is: describe an organic reaction: reactants, conditions, products, and yield Starting materials: C(#N)C=1C=C(C=CC1)C1S(CCCC1)=O ((±)-2-(3-cyanophenyl)tetrahydrothiopyran-1-oxide), C(#N)C=1C=C(C=CC1)CS(=O)CCCCCl ((±)-3-cyano-1-[(4-chlorobutyl)sulphinylmethyl]benzene). The product is ClCCCCS(=O)CC1=CC=C(C=C1)C1=CC=CC=C1 ((±)-1-[(4-chlorobutyl)sulphinylmethyl]-4-phenylbenzene). As a reaction SMILES: C([C:3]1[CH:4]=[C:5](C2CCCCS2=O)[CH:6]=[CH:7][CH:8]=1)#N.C([C:18]1[CH:19]=[C:20]([CH2:24][S:25]([CH2:27][CH2:28][CH2:29][CH2:30][Cl:31])=[O:26])[CH:21]=[CH:22][CH:23]=1)#N>>[Cl:31][CH2:30][CH2:29][CH2:28][CH2:27][S:25]([CH2:24][C:20]1[CH:19]=[CH:18][C:23]([C:3]2[CH:4]=[CH:5][CH:6]=[CH:7][CH:8]=2)=[CH:22][CH:21]=1)=[O:26]. Reported procedure: (±)-2-(3-cyanophenyl)tetrahydrothiopyran-1-oxide (mixture of cis/trans isomers), a colourless solid, melting point 116°-117° C., from (±)-3-cyano-1-[(4-chlorobutyl)sulphinylmethyl]benzene. Starting materials: CO, COC(=O)c1ccc(CC(=O)NCC2CC2)cc1, [Na+], [OH-]. The product is O=C(Cc1ccc(C(=O)[O-])cc1)NCC1CC1, [Na+]. Reaction SMILES: [CH3:21][OH:22].[CH:1]1([CH2:4][NH:5][C:6]([CH2:7][c:8]2[cH:9][cH:10][c:11]([C:12](=[O:13])[O:14][CH3:15])[cH:16][cH:17]2)=[O:18])[CH2:2][CH2:3]1.[Na+:20].[OH-:19]>>[CH:1]1([CH2:4][NH:5][C:6]([CH2:7][c:8]2[cH:9][cH:10][c:11]([C:12](=[O:13])[O-:14])[cH:16][cH:17]2)=[O:18])[CH2:2][CH2:3]1.[Na+:20]. Starting materials: Cl (hydrogen chloride), CC=1C(=NOC1C(F)(F)F)C1=CC=C(S1)C(=O)O (5-(4-Methyl-5-trifluoromethyl-isoxazol-3-yl)-thiophene-2-carboxylic acid), C(=O)(OC(C)(C)C)N1C[C@@H](NCC1)CO (4-N-Boc-2-(R)-hydroxymethyl-piperazine), Boc. Run in solution, O1CCOCC1 (1,4,-dioxane). Run at time 2 hour. Yields the product Cl.OC[C@@H]1N(CCNC1)C(=O)C=1SC(=CC1)C1=NOC(=C1C)C(F)(F)F (((R)-2-Hydroxymethyl-piperazin-1-yl)-[5-(4-methyl-5-trifluoromethyl-isoxazol-3-yl)-thiophen-2-yl]-methanone, hydrochloride). Isolated yield 83.0%. RXN SMILES: [CH3:1][C:2]1[C:3]([C:11]2[S:15][C:14]([C:16]([OH:18])=O)=[CH:13][CH:12]=2)=[N:4][O:5][C:6]=1[C:7]([F:10])([F:9])[F:8].C([N:26]1[CH2:31][CH2:30][NH:29][C@@H:28]([CH2:32][OH:33])[CH2:27]1)(OC(C)(C)C)=O.[ClH:34]>O1CCOCC1>[ClH:34].[OH:33][CH2:32][C@H:28]1[CH2:27][NH:26][CH2:31][CH2:30][N:29]1[C:16]([C:14]1[S:15][C:11]([C:3]2[C:2]([CH3:1])=[C:6]([C:7]([F:8])([F:9])[F:10])[O:5][N:4]=2)=[CH:12][CH:13]=1)=[O:18] |f:4.5|. Procedure details: Prepared from 5-(4-Methyl-5-trifluoromethyl-isoxazol-3-yl)-thiophene-2-carboxylic acid and 4-N-Boc-2-(R)-hydroxymethyl-piperazine by the method described in Example 2 Method B. The reaction mixture was evaporated to a solid, triturated and filtered with the aid of water, then washed with a 1 N aqueous hydrochloric acid solution followed by water. The solid was air dried afford intermediate N-Boc protected product as a colorless solid (102 mg, 86%). The Boc-protected intermediate was dissolved in... As a reaction SMILES: [CH3:1][O:2][c:3]1[cH:4][c:5]([NH:11][c:12]2[c:13]([NH:22][S:23](=[O:24])(=[O:25])[c:26]3[cH:27][cH:28][c:29]([C:30](=[O:31])[OH:32])[cH:33][cH:34]3)[n:14][c:15]3[cH:16][cH:17][cH:18][cH:19][c:20]3[n:21]2)[cH:6][c:7]([O:9][CH3:10])[cH:8]1.[CH3:54][N:55]1[CH2:56][CH2:57][NH:58][CH2:59][CH2:60]1.[CH:45]([N:46]([CH2:47][CH3:48])[CH:49]([CH3:50])[CH3:51])([CH3:52])[CH3:53].[Cl:61][CH2:62][Cl:63].[OH:35][n:36]1[c:37]2[c:38]([cH:39][cH:40][cH:41][cH:42]2)[n:43][n:44]1>>[CH3:1][O:2][c:3]1[cH:4][c:5]([NH:11][c:12]2[c:13]([NH:22][S:23](=[O:24])(=[O:25])[c:26]3[cH:27][cH:28][c:29]([C:30](=[O:31])[N:58]4[CH2:57][CH2:56][N:55]([CH3:54])[CH2:60][CH2:59]4)[cH:33][cH:34]3)[n:14][c:15]3[cH:16][cH:17][cH:18][cH:19][c:20]3[n:21]2)[cH:6][c:7]([O:9][CH3:10])[cH:8]1. Reactants: COc1cc(Nc2nc3ccccc3nc2NS(=O)(=O)c2ccc(C(=O)O)cc2)cc(OC)c1, CN1CCNCC1, CCN(C(C)C)C(C)C, ClCCl, On1nnc2ccccc21. Product: COc1cc(Nc2nc3ccccc3nc2NS(=O)(=O)c2ccc(C(=O)N3CCN(C)CC3)cc2)cc(OC)c1. Starting materials: C(C)(C)(C)OC(=O)N1C(OC[C@@H]1\C=C\C=1C=NC(=CC1)Cl)(C)C ((S)-4-[(E)-2-(6-chloro-pyridin-3-yl)-vinyl]-2,2-dimethyl-oxazolidine-3-carboxylic acid tert-butyl ester). Reagents/catalysts: [Pt] (platinum on charcoal). The solvent is CO (methanol). Run at time 15 minute. Product: C(C)(C)(C)OC(=O)N1C(OC[C@@H]1CCC=1C=NC(=CC1)Cl)(C)C ((S)-4-[2-(6-chloro-pyridin-3-yl)-ethyl]-2,2-dimethyl-oxazolidine-3-carboxylic acid tert-butyl ester). The yield is 94.3%. RXN SMILES: [C:1]([O:5][C:6]([N:8]1[C@@H:12](/[CH:13]=[CH:14]/[C:15]2[CH:16]=[N:17][C:18]([Cl:21])=[CH:19][CH:20]=2)[CH2:11][O:10][C:9]1([CH3:23])[CH3:22])=[O:7])([CH3:4])([CH3:3])[CH3:2]>CO.[Pt]>[C:1]([O:5][C:6]([N:8]1[C@@H:12]([CH2:13][CH2:14][C:15]2[CH:16]=[N:17][C:18]([Cl:21])=[CH:19][CH:20]=2)[CH2:11][O:10][C:9]1([CH3:23])[CH3:22])=[O:7])([CH3:4])([CH3:2])[CH3:3]. Reported procedure: To a stirred suspension of (S)-4-[(E)-2-(6-chloro-pyridin-3-yl)-vinyl]-2,2-dimethyl-oxazolidine-3-carboxylic acid tert-butyl ester (1.0 g) in methanol (70 ml) was added platinum on charcoal (0.58 g, 10 wt %) and the mixture was stirred under an atmosphere of hydrogen at room temperature for 15 min. The mixture was then filtered through celite and the filtrate was concentrated in vacuo to give (S)-4-[2-(6-chloro-pyridin-3-yl)-ethyl]-2,2-dimethyl-oxazolidine-3-carboxylic acid tert-butyl ester (949... Starting materials: COC(=O)C=1C=C(C=CC1)N1C2=C(N=C(C1=O)CC=1C=NC=CC1)C=CC=N2 (4-(3-methoxycarbonylphenyl)-2-(3-pyridylmethyl)-3-oxo-3,4-dihydropyrido[2,3-b]pyrazine), Cl (hydrochloric acid). Product: Cl.C(=O)(O)C=1C=C(C=CC1)N1C2=C(N=C(C1=O)CC=1C=NC=CC1)C=CC=N2 (4-(3-carboxyphenyl)-2-(3-pyridylmethyl)-3-oxo-3,4-dihydropyrido[2,3-b]pyrazine.hydrochloride). Reaction SMILES: C[O:2][C:3]([C:5]1[CH:6]=[C:7]([N:11]2[C:16](=[O:17])[C:15]([CH2:18][C:19]3[CH:20]=[N:21][CH:22]=[CH:23][CH:24]=3)=[N:14][C:13]3[CH:25]=[CH:26][CH:27]=[N:28][C:12]2=3)[CH:8]=[CH:9][CH:10]=1)=[O:4].[ClH:29]>>[ClH:29].[C:3]([C:5]1[CH:6]=[C:7]([N:11]2[C:16](=[O:17])[C:15]([CH2:18][C:19]3[CH:20]=[N:21][CH:22]=[CH:23][CH:24]=3)=[N:14][C:13]3[CH:25]=[CH:26][CH:27]=[N:28][C:12]2=3)[CH:8]=[CH:9][CH:10]=1)([OH:4])=[O:2] |f:2.3|. Procedure: A mixture of 4-(3-methoxycarbonylphenyl)-2-(3-pyridylmethyl)-3-oxo-3,4-dihydropyrido[2,3-b]pyrazine (0.29 g) and 4N hydrochloric acid (18 ml) was stirred under reflux for 2 hours. After evaporation of the solvent, crude residue was chromatographed on silica gel (29 g, chloroform-methanol 9:1 as eluent) and crystallized from methanol to afford 4-(3-carboxyphenyl)-2-(3-pyridylmethyl)-3-oxo-3,4-dihydropyrido[2,3-b]pyrazine.hydrochloride as colorless crystal (0.29 g) Reactants: [NH4+].[Cl-] (NH4Cl), C1(CC1)COC=1C=C(C=CC1[N+](=O)[O-])CC(=O)OCC (Ethyl 2-(3-(cyclopropylmethoxy)-4-nitrophenyl)acetate), BrCCCCBr (1,4-dibromobutane), [H-].[Na+] (NaH). The solvent is CN(C)C=O (DMF). Reaction conditions: temperature 25 celsius, time 0.5 hour. Product: C1(CC1)COC=1C=C(C=CC1[N+](=O)[O-])C1(CCCC1)C(=O)OCC (ethyl 1-(3-(cyclopropylmethoxy)-4-nitrophenyl)cyclopentanecarboxylate). Isolated yield 102.5%. RXN SMILES: [CH:1]1([CH2:4][O:5][C:6]2[CH:7]=[C:8]([CH2:15][C:16]([O:18][CH2:19][CH3:20])=[O:17])[CH:9]=[CH:10][C:11]=2[N+:12]([O-:14])=[O:13])[CH2:3][CH2:2]1.[H-].[Na+].Br[CH2:24][CH2:25][CH2:26][CH2:27]Br.[NH4+].[Cl-]>CN(C=O)C>[CH:1]1([CH2:4][O:5][C:6]2[CH:7]=[C:8]([C:15]3([C:16]([O:18][CH2:19][CH3:20])=[O:17])[CH2:27][CH2:26][CH2:25][CH2:24]3)[CH:9]=[CH:10][C:11]=2[N+:12]([O-:14])=[O:13])[CH2:2][CH2:3]1 |f:1.2,4.5|. Procedure: Ethyl 2-(3-(cyclopropylmethoxy)-4-nitrophenyl)acetate (0.5 g) was dissolved in 10 mL anhydrous DMF and NaH (60% wt. in oil, 0.13 g, mmol) was added at 0° C. The reaction mixture was stirred for 0.5 h at 25° C. and 1,4-dibromobutane (0.24 g, mmol) was added drop wise at 0° C. The reaction mixture was stirred at 0° C. for 1 h and saturated NH4Cl solution (10 mL) was added. The reaction mixture was extracted with EtOAc (3×20 mL) and the combined organic phases were washed with water (3×20 mL) and b...